From a dataset of the Open Reaction Database (ORD), a public repository of structured organic reaction records. describe an organic reaction: reactants, conditions, products, and yield The reactants are C(C)(C)(C)OC(NCC1=CC(=CC=C1)NC(=S)N)=O (N-(3-thioureidophenylmethyl)carbamic acid t-butyl ester), C(CCC)I (n-butyl iodide). Yields the product C(C)(C)(C)OC(NCC1=CC(=CC=C1)NC(SCCCC)=N)=O (N-(3-(S-n-butylisothioureido)phenylmethyl)carbamic acid t-butyl ester). Isolated yield 92.0%. Reaction SMILES: [C:1]([O:5][C:6](=[O:19])[NH:7][CH2:8][C:9]1[CH:14]=[CH:13][CH:12]=[C:11]([NH:15][C:16]([NH2:18])=[S:17])[CH:10]=1)([CH3:4])([CH3:3])[CH3:2].[CH2:20](I)[CH2:21][CH2:22][CH3:23]>>[C:1]([O:5][C:6](=[O:19])[NH:7][CH2:8][C:9]1[CH:14]=[CH:13][CH:12]=[C:11]([NH:15][C:16](=[NH:18])[S:17][CH2:20][CH2:21][CH2:22][CH3:23])[CH:10]=1)([CH3:4])([CH3:2])[CH3:3]. Procedure details: Using the compound obtained in Example 24 as a starting material and also using n-butyl iodide as a reagent, reaction was performed as in Example 29 to give 220 mg of the titled compound (yield, 92%). The reactants are C(C)(C)C1=CC=C(C=C1)S(=O)(=O)N (4-isopropyl-benzenesulfonamide), [H-].[Na+] (Sodium hydride), C(C)(C)(C)OC(N([C@H]1CC2=CC=C(C=C2CC1)Br)CC=C)=O (allyl-((R)-6-bromo-1,2,3,4-tetrahydro-naphthalen-2-yl)-carbamic acid tert-butyl ester), C(C)(C)(C)P(C(C)(C)C)C(C)(C)C (tri-tert-butyl-phosphane). The reagents and catalysts are C=1C=CC(=CC1)/C=C/C(=O)/C=C/C2=CC=CC=C2.C=1C=CC(=CC1)/C=C/C(=O)/C=C/C2=CC=CC=C2.C=1C=CC(=CC1)/C=C/C(=O)/C=C/C2=CC=CC=C2.[Pd].[Pd] (Tris(dibenzylideneacetone)dipalladium). Run in FC(C1=CC=CC=C1)(F)F (trifluortoluol), FC(C1=CC=CC=C1)(F)F (trifluortoluol). Run at time 5 minute. Product: C(C)(C)(C)OC(N([C@H]1CC2=CC=C(C=C2CC1)NS(=O)(=O)C1=CC=C(C=C1)C(C)C)CC=C)=O (Allyl-[(R)-6-(4-isopropyl-benzenesulfonylamino)-1,2,3,4-tetrahydro-naphthalen-2-yl]-carbamic acid tert-butyl ester). Yield: 115.5%. As a reaction SMILES: [C:1]([O:5][C:6](=[O:22])[N:7]([CH2:19][CH:20]=[CH2:21])[C@@H:8]1[CH2:17][CH2:16][C:15]2[C:10](=[CH:11][CH:12]=[C:13](Br)[CH:14]=2)[CH2:9]1)([CH3:4])([CH3:3])[CH3:2].C(P(C(C)(C)C)C(C)(C)C)(C)(C)C.[CH:36]([C:39]1[CH:44]=[CH:43][C:42]([S:45]([NH2:48])(=[O:47])=[O:46])=[CH:41][CH:40]=1)([CH3:38])[CH3:37].[H-].[Na+]>FC(F)(F)C1C=CC=CC=1.C1C=CC(/C=C/C(/C=C/C2C=CC=CC=2)=O)=CC=1.C1C=CC(/C=C/C(/C=C/C2C=CC=CC=2)=O)=CC=1.C1C=CC(/C=C/C(/C=C/C2C=CC=CC=2)=O)=CC=1.[Pd].[Pd]>[C:1]([O:5][C:6](=[O:22])[N:7]([CH2:19][CH:20]=[CH2:21])[C@@H:8]1[CH2:17][CH2:16][C:15]2[C:10](=[CH:11][CH:12]=[C:13]([NH:48][S:45]([C:42]3[CH:43]=[CH:44][C:39]([CH:36]([CH3:38])[CH3:37])=[CH:40][CH:41]=3)(=[O:46])=[O:47])[CH:14]=2)[CH2:9]1)([CH3:4])([CH3:3])[CH3:2] |f:3.4,6.7.8.9.10|. Reported procedure: In an inert atmosphere (argon), allyl-((R)-6-bromo-1,2,3,4-tetrahydro-naphthalen-2-yl)-carbamic acid tert-butyl ester (2.04 g, 5.5 mmol) was dissolved in trifluortoluol (10 ml) at room temperature. Tris(dibenzylideneacetone)dipalladium (230 mg, 0.25 mmol) and tri-tert-butyl-phosphane (152 mg, 0.75 mmol) were added to the reaction mixture. In a separate flask, 4-isopropyl-benzenesulfonamide (996 mg, 5 mmol) was dissolved in trifluortoluol (20 ml) at 65° C. Sodium hydride (50% in oil) (240 mg, 5 m... Starting materials: COc1ccccc1Nc1oc(-c2c(F)cccc2F)nc1C#N, [K+], [OH-], O. The product is COc1ccccc1Nc1oc(-c2c(F)cccc2F)nc1C(N)=O. RXN SMILES: [F:1][c:2]1[c:3](-[c:9]2[o:10][c:11]([NH:16][c:17]3[c:18]([O:23][CH3:24])[cH:19][cH:20][cH:21][cH:22]3)[c:12]([C:14]#[N:15])[n:13]2)[c:4]([F:8])[cH:5][cH:6][cH:7]1.[K+:26].[OH-:25].[OH2:27]>>[F:1][c:2]1[c:3](-[c:9]2[o:10][c:11]([NH:16][c:17]3[c:18]([O:23][CH3:24])[cH:19][cH:20][cH:21][cH:22]3)[c:12]([C:14]([NH2:15])=[O:25])[n:13]2)[c:4]([F:8])[cH:5][cH:6][cH:7]1. Reactants: Cc1ccc(S(=O)(=O)Cl)cc1, Nc1cc(F)ccc1F, Nc1ccccc1, c1ccncc1. Yields the product Cc1ccc(S(=O)(=O)Nc2cc(F)ccc2F)cc1. RXN SMILES: [CH3:17][c:18]1[cH:19][cH:20][c:21]([S:24](=[O:25])(=[O:26])[Cl:27])[cH:22][cH:23]1.[F:8][c:9]1[c:10]([NH2:11])[cH:12][c:13]([F:16])[cH:14][cH:15]1.[NH2:1][c:2]1[cH:3][cH:4][cH:5][cH:6][cH:7]1.[cH:28]1[cH:29][cH:30][n:31][cH:32][cH:33]1>>[F:8][c:9]1[c:10]([NH:11][S:24]([c:21]2[cH:20][cH:19][c:18]([CH3:17])[cH:23][cH:22]2)(=[O:25])=[O:26])[cH:12][c:13]([F:16])[cH:14][cH:15]1. The reactants are C(C)(C)(C)OC(NC=1OC(=CC1)C)=O (tert-Butyl-5-methyl-2-furylcarbamate), CC1=CC=C(O1)C(=O)O (5-methyl-2-furoic acid). Product: C(C(C)C)(=O)NC=1OC(=CC1)C (2-isobutanamido-5-methylfuran). As a reaction SMILES: C(O[C:6](=[O:14])[NH:7][C:8]1[O:9][C:10]([CH3:13])=[CH:11][CH:12]=1)(C)(C)C.[CH3:15][C:16]1OC(C(O)=O)=C[CH:17]=1>>[C:6]([NH:7][C:8]1[O:9][C:10]([CH3:13])=[CH:11][CH:12]=1)(=[O:14])[CH:16]([CH3:17])[CH3:15]. Procedure details: tert-Butyl-5-methyl-2-furylcarbamate, (mp 80° C., 24 g, 0.12 mole) prepared as in Example 1 from 5-methyl-2-furoic acid was reacted as in Example 2 to give 2-isobutanamido-5-methylfuran (13.4 g) mp 78° C. which was then reacted as in Example 4 to give the title compound. b.p. 94° C./0.3 mm.